Dataset: the Open Reaction Database (ORD), a public repository of structured organic reaction records. Task: describe an organic reaction: reactants, conditions, products, and yield Reactants: CC(=O)c1ccc(-c2ccccc2)cc1, CCOC(=O)OCC, [H-], [Na+]. Yields the product CCOC(=O)CC(=O)c1ccc(-c2ccccc2)cc1. As a reaction SMILES: [C:1]([CH3:2])(=[O:3])[c:4]1[cH:5][cH:6][c:7](-[c:10]2[cH:11][cH:12][cH:13][cH:14][cH:15]2)[cH:8][cH:9]1.[CH2:18]([CH3:19])[O:20][C:21]([O:22][CH2:24][CH3:25])=[O:23].[H-:16].[Na+:17]>>[C:1]([CH2:2][C:21]([O:20][CH2:18][CH3:19])=[O:22])(=[O:3])[c:4]1[cH:5][cH:6][c:7](-[c:10]2[cH:11][cH:12][cH:13][cH:14][cH:15]2)[cH:8][cH:9]1. Reactants: C(C)OC(CC(CC1=C(C=CC=C1)OC)C)=O (4-(2-methoxyphenyl)-3-methyl-butyric acid ethyl ester), Cl (HCl). Solvent: C1CCOC1 (THF), CCO (EtOH), [Li+].[OH-] (LiOH). Yields the product COC1=C(C=CC=C1)CC(CC(=O)O)C (4-(2-methoxyphenyl)-3-methyl-butyric acid). As a reaction SMILES: C([O:3][C:4](=[O:17])[CH2:5][CH:6]([CH3:16])[CH2:7][C:8]1[CH:13]=[CH:12][CH:11]=[CH:10][C:9]=1[O:14][CH3:15])C.Cl>C1COCC1.CCO.[Li+].[OH-]>[CH3:15][O:14][C:9]1[CH:10]=[CH:11][CH:12]=[CH:13][C:8]=1[CH2:7][CH:6]([CH3:16])[CH2:5][C:4]([OH:17])=[O:3] |f:4.5|. Procedure: A solution of 4-(2-methoxyphenyl)-3-methyl-butyric acid ethyl ester (24 mmol, crude from previous reaction) in THF (50 mL), EtOH (50 mL) and LiOH (1 M, 50 mL) was stirred at room temperature overnight. The reaction was acidified with 1 M HCl, and extracted with EtOAc. The combined extracts were washed with brine and dried over sodium sulfate. Concentration gave the desired product, which was used without further purification. LCMS-ESI+ (m/z): [M]+ calcd for C12H16O3: 208.11. Found: 208.86 Reactants: IC1=CC(=CC=C1)[N+](=O)[O-] (1-iodo-3-nitrobenzene), N1C=NC=C1 (imidazole), C([O-])([O-])=O.[K+].[K+] (potassium carbonate). The reagents and catalysts are [Cu] (copper). Solvent: O (water), O (water). Conditions: temperature 200 celsius, time 2 hour. The product is N1(C=NC=C1)C=1C=C(C=CC1)[N+](=O)[O-] (3-(1-imidazolyl)nitrobenzene). Isolated yield 79.6%. RXN SMILES: I[C:2]1[CH:7]=[CH:6][CH:5]=[C:4]([N+:8]([O-:10])=[O:9])[CH:3]=1.[NH:11]1[CH:15]=[CH:14][N:13]=[CH:12]1.C(=O)([O-])[O-].[K+].[K+]>[Cu].O>[N:11]1([C:2]2[CH:3]=[C:4]([N+:8]([O-:10])=[O:9])[CH:5]=[CH:6][CH:7]=2)[CH:15]=[CH:14][N:13]=[CH:12]1 |f:2.3.4|. Procedure details: A mixture of 1-iodo-3-nitrobenzene (90 g, 0.36 mol), imidazole (54 g, 0.79 mol), potassium carbonate (54 g, 0.39 mol) and finely divided copper powder (1 g) is heated to 200° C. The melt is stirred for 2 hours under nitrogen. During the reaction water vapor is trapped by molecular sieves, placed between the reation vessel and the condenser. Following the reaction the mixture is cooled to 100° C. and water is added. The mixture is allowed to cool to room temperature and the crude product is filte... The reactants are ClCCl, COc1cc2nc(N3CCNCC3)nc(N)c2cc1OC, O=C(Cl)C1CCc2ccccc2O1. Yields the product COc1cc2nc(N3CCN(C(=O)C4CCc5ccccc5O4)CC3)nc(N)c2cc1OC. As a reaction SMILES: [CH2:35]([Cl:36])[Cl:37].[NH2:14][c:15]1[n:16][c:17]([N:29]2[CH2:30][CH2:31][NH:32][CH2:33][CH2:34]2)[n:18][c:19]2[cH:20][c:21]([O:27][CH3:28])[c:22]([O:25][CH3:26])[cH:23][c:24]12.[O:1]1[CH:2]([C:11](=[O:12])[Cl:13])[CH2:3][CH2:4][c:5]2[cH:6][cH:7][cH:8][cH:9][c:10]21>>[O:1]1[CH:2]([C:11](=[O:12])[N:32]2[CH2:31][CH2:30][N:29]([c:17]3[n:16][c:15]([NH2:14])[c:24]4[c:19]([n:18]3)[cH:20][c:21]([O:27][CH3:28])[c:22]([O:25][CH3:26])[cH:23]4)[CH2:34][CH2:33]2)[CH2:3][CH2:4][c:5]2[cH:6][cH:7][cH:8][cH:9][c:10]21. The reactants are NC1=NC=2N(C(=C1)NC1CC1)N=CC2C=O (5-amino-7-(cyclopropylamino)pyrazolo[1,5-a]pyrimidine-3-carbaldehyde), C1(CC1)C(=O)Cl (cyclopropane carbonyl chloride), CCN(C(C)C)C(C)C (DIPEA). Solvent: O1CCCC1 (tetrahydrofuran). Run at temperature 60 celsius. Product: C1(CC1)NC1=CC(=NC=2N1N=CC2C=O)NC(=O)C2CC2 (N-(7-(cyclopropylamino)-3-formylpyrazolo[1,5-a]pyrimidin-5-yl)cyclopropanecarboxamide). Reaction SMILES: [NH2:1][C:2]1[CH:7]=[C:6]([NH:8][CH:9]2[CH2:11][CH2:10]2)[N:5]2[N:12]=[CH:13][C:14]([CH:15]=[O:16])=[C:4]2[N:3]=1.[CH:17]1([C:20](Cl)=[O:21])[CH2:19][CH2:18]1.CCN(C(C)C)C(C)C>O1CCCC1>[CH:9]1([NH:8][C:6]2[N:5]3[N:12]=[CH:13][C:14]([CH:15]=[O:16])=[C:4]3[N:3]=[C:2]([NH:1][C:20]([CH:17]3[CH2:19][CH2:18]3)=[O:21])[CH:7]=2)[CH2:11][CH2:10]1. Procedure details: To 5-amino-7-(cyclopropylamino)pyrazolo[1,5-a]pyrimidine-3-carbaldehyde (step b) (58 mg, 0.266 mmol) in 1.0 mL tetrahydrofuran was added cyclopropane carbonyl chloride (38 ul, 0.419 mmol) and DIPEA (39.0 ul). The reaction mixture was heated at 60° C. for one hour. The reaction was partitioned between ethyl acetate and water, the organic layer was dried under sodium sulfate concentrated on high vac to yield N-(7-(cyclopropylamino)-3-formylpyrazolo[1,5-a]pyrimidin-5-yl)cyclopropanecarboxamide. The...